describe an organic reaction: reactants, conditions, products, and yield From a dataset of the Open Reaction Database (ORD), a public repository of structured organic reaction records. Reactants: ClC1=NC=CC(=N1)C1=C(N=C2N1C=CC=C2)C=2C=C(C(=O)NC1=C(C=CC=C1F)F)C=CC2 (3-[3-(2-chloro-4-pyrimidinyl)imidazo[1,2-a]pyridin-2-yl]-N-(2,6-difluorophenyl)benzamide), CC=1C(=CC(=C(N)C1)OC)N1CCC(CC1)N1CCN(CC1)S(=O)(=O)C (5-methyl-2-(methyloxy)-4-{4-[4-(methylsulfonyl)-1-piperazinyl]-1-piperidinyl}aniline), C1(=CC=C(C=C1)S(=O)(=O)O)C (para-toluenesulfonic acid). Run in CC(C)O (i-PrOH). Run at temperature 175 celsius. Yields the product FC1=C(C(=CC=C1)F)NC(C1=CC(=CC=C1)C=1N=C2N(C=CC=C2)C1C1=NC(=NC=C1)NC1=C(C=C(C(=C1)C)N1CCC(CC1)N1CCN(CC1)S(=O)(=O)C)OC)=O (N-(2,6-difluorophenyl)-3-(3-{2-[(5-methyl-2-(methyloxy)-4-{4-[4-(methylsulfonyl)-1-piperazinyl]-1-piperidinyl}phenyl)amino]-4-pyrimidinyl}imidazo[1,2-a]pyridin-2-yl)benzamide). The yield is 34.9%. RXN SMILES: Cl[C:2]1[N:7]=[C:6]([C:8]2[N:12]3[CH:13]=[CH:14][CH:15]=[CH:16][C:11]3=[N:10][C:9]=2[C:17]2[CH:18]=[C:19]([CH:31]=[CH:32][CH:33]=2)[C:20]([NH:22][C:23]2[C:28]([F:29])=[CH:27][CH:26]=[CH:25][C:24]=2[F:30])=[O:21])[CH:5]=[CH:4][N:3]=1.[CH3:34][C:35]1[C:36]([N:44]2[CH2:49][CH2:48][CH:47]([N:50]3[CH2:55][CH2:54][N:53]([S:56]([CH3:59])(=[O:58])=[O:57])[CH2:52][CH2:51]3)[CH2:46][CH2:45]2)=[CH:37][C:38]([O:42][CH3:43])=[C:39]([CH:41]=1)[NH2:40].C1(C)C=CC(S(O)(=O)=O)=CC=1>CC(O)C>[F:30][C:24]1[CH:25]=[CH:26][CH:27]=[C:28]([F:29])[C:23]=1[NH:22][C:20](=[O:21])[C:19]1[CH:31]=[CH:32][CH:33]=[C:17]([C:9]2[N:10]=[C:11]3[CH:16]=[CH:15][CH:14]=[CH:13][N:12]3[C:8]=2[C:6]2[CH:5]=[CH:4][N:3]=[C:2]([NH:40][C:39]3[CH:41]=[C:35]([CH3:34])[C:36]([N:44]4[CH2:49][CH2:48][CH:47]([N:50]5[CH2:51][CH2:52][N:53]([S:56]([CH3:59])(=[O:58])=[O:57])[CH2:54][CH2:55]5)[CH2:46][CH2:45]4)=[CH:37][C:38]=3[O:42][CH3:43])[N:7]=2)[CH:18]=1. Procedure: A mixture of 3-[3-(2-chloro-4-pyrimidinyl)imidazo[1,2-a]pyridin-2-yl]-N-(2,6-difluorophenyl)benzamide (Intermediate Example 1) (0.050 g, 0.11 mmol), 5-methyl-2-(methyloxy)-4-{4-[4-(methylsulfonyl)-1-piperazinyl]-1-piperidinyl}aniline (Example 236, Step B) (0.041 g, 0.11 mmol) and para-toluenesulfonic acid (0.049 g, 0.26 mmol) in i-PrOH (5 mL) was heated in a microwave at 175° C. for 20 min. The reaction mixture was concentrated onto silica gel and purified by flash chromatography to afford the t... Starting materials: NO, O=C([O-])c1ccc2ccn(CCOc3ccc(CN4CCOCC4)cc3)c2c1. The product is O=C(NO)c1ccc2ccn(CCOc3ccc(CN4CCOCC4)cc3)c2c1. Reaction SMILES: [NH2:29][OH:30].[O:1]1[CH2:2][CH2:3][N:4]([CH2:7][c:8]2[cH:9][cH:10][c:11]([O:12][CH2:13][CH2:14][n:15]3[cH:16][cH:17][c:18]4[cH:19][cH:20][c:21]([C:24](=[O:25])[O-:26])[cH:22][c:23]34)[cH:27][cH:28]2)[CH2:5][CH2:6]1>>[O:1]1[CH2:2][CH2:3][N:4]([CH2:7][c:8]2[cH:9][cH:10][c:11]([O:12][CH2:13][CH2:14][n:15]3[cH:16][cH:17][c:18]4[cH:19][cH:20][c:21]([C:24](=[O:26])[NH:29][OH:30])[cH:22][c:23]34)[cH:27][cH:28]2)[CH2:5][CH2:6]1. Reactants: [Br-].CC1(OC2=C(C1)C=CC=C2C[P+](C2=CC=CC=C2)(C2=CC=CC=C2)C2=CC=CC=C2)C ((2,3-dihydro-2,2-dimethylbenzofuran-7-ylmethyl)triphenylphosphonium bromide), C(CCC)[Li] (n-butyllithium), C1COC2(CCC(CC2)=O)O1 (1,4-cyclohexanedione mono-ethylene ketal). Run in O1CCCC1 (tetrahydrofuran). The product is CC1(OC2=C(C1)C=CC=C2C=C2CCC1(OCCO1)CC2)C (8-(2,3-dihydro-2,2-dimethylbenzofuran-7-ylmethylene)-1,4-dioxaspiro[4.5]decane). Reaction SMILES: [Br-].[CH3:2][C:3]1([CH3:32])[CH2:7][C:6]2[CH:8]=[CH:9][CH:10]=[C:11]([CH2:12][P+](C3C=CC=CC=3)(C3C=CC=CC=3)C3C=CC=CC=3)[C:5]=2[O:4]1.C([Li])CCC.[CH2:38]1[O:48][C:41]2([CH2:46][CH2:45][C:44](=O)[CH2:43][CH2:42]2)[O:40][CH2:39]1>O1CCCC1>[CH3:32][C:3]1([CH3:2])[CH2:7][C:6]2[CH:8]=[CH:9][CH:10]=[C:11]([CH:12]=[C:44]3[CH2:45][CH2:46][C:41]4([O:48][CH2:38][CH2:39][O:40]4)[CH2:42][CH2:43]3)[C:5]=2[O:4]1 |f:0.1|. Reported procedure: This compound is prepared in a manner analogous to that of Step B of Example 2, using 18.4 grams (0.039 mole) of (2,3-dihydro-2,2-dimethylbenzofuran-7-ylmethyl)triphenylphosphonium bromide, 15.4 mL (0.039 mole) of n-butyllithium (2.5M in hexanes), and 5.0 grams (0.032 mole) of 1,4-cyclohexanedione mono-ethylene ketal in about 55 mL of dry tetrahydrofuran, yielding 8-(2,3-dihydro-2,2-dimethylbenzofuran-7-ylmethylene)-1,4-dioxaspiro[4.5]decane